From a dataset of the Open Reaction Database (ORD), a public repository of structured organic reaction records. describe an organic reaction: reactants, conditions, products, and yield Reactants: FC1=CC=C(C=C1)C=1C(=NNC1C(F)(F)F)C1=CC=C(C=C1)S(=O)(=O)C (4-(4-Fluorophenyl)-3-[4-(methylsulfonyl)phenyl]-5-(trifluoromethyl)-1H-pyrazole), C(C)I (ethyl iodide), C([O-])([O-])=O.[K+].[K+] (potassium carbonate). The solvent is C(C)(=O)OCC (ethyl acetate), CN(C=O)C (dimethylformamide). Product: C(C)N1N=C(C(=C1C(F)(F)F)C1=CC=C(C=C1)F)C1=CC=C(C=C1)S(=O)(=O)C (1-ethyl-4-(4-fluorophenyl)-3-[4-(methylsulfonyl)phenyl]-5-(trifluoromethyl)-1H-pyrazole). Reaction SMILES: [F:1][C:2]1[CH:7]=[CH:6][C:5]([C:8]2[C:9]([C:17]3[CH:22]=[CH:21][C:20]([S:23]([CH3:26])(=[O:25])=[O:24])=[CH:19][CH:18]=3)=[N:10][NH:11][C:12]=2[C:13]([F:16])([F:15])[F:14])=[CH:4][CH:3]=1.[CH2:27](I)[CH3:28].C(=O)([O-])[O-].[K+].[K+]>CN(C)C=O.C(OCC)(=O)C>[CH2:27]([N:11]1[C:12]([C:13]([F:16])([F:14])[F:15])=[C:8]([C:5]2[CH:6]=[CH:7][C:2]([F:1])=[CH:3][CH:4]=2)[C:9]([C:17]2[CH:22]=[CH:21][C:20]([S:23]([CH3:26])(=[O:24])=[O:25])=[CH:19][CH:18]=2)=[N:10]1)[CH3:28] |f:2.3.4|. Reported procedure: 4-(4-Fluorophenyl)-3-[4-(methylsulfonyl)phenyl]-5-(trifluoromethyl)-1H-pyrazole (1.81 g, 4.3 mmol) and ethyl iodide (0.86 g, 5.5 mmol) were stirred vigorously in 20 mL dry dimethylformamide (DMF) with finely powdered potassium carbonate (0.58 g, 4.2 mmol) under nitrogen at 25° C. for 18 hours. The mixture was diluted with ethyl acetate and filtered to remove solids. The organic filtrate was washed with two portions of water followed by brine, dried over MgSO4 and concentrated in vacuo. The desir... The reactants are O1C(C=C)C1 (3,4-epoxy-1-butene), C(C)(=O)OC(C)=O (acetic anhydride), C(CCC)N(CCCC)CCCC (tributylamine), C(C)(=O)O (acetic acid). The solvent is COCCOCCOC (diglyme). Conditions: temperature 125 celsius, time 15 minute. The product is C(C)(=O)OC(C=C)COC(C)=O (3,4-diacetoxy-1-butene). Yield: 79.0%. As a reaction SMILES: [O:1]1[CH2:5][CH:2]1[CH:3]=[CH2:4].[C:6]([O:9]C(=O)C)(=[O:8])[CH3:7].C(N(CCCC)CCCC)CCC.[C:26](O)(=[O:28])[CH3:27]>COCCOCCOC>[C:6]([O:9][CH:2]([CH2:5][O:1][C:26](=[O:28])[CH3:27])[CH:3]=[CH2:4])(=[O:8])[CH3:7]. Reported procedure: A 300-mL autoclave was charged with 40 mL (0.50 mol) of 3,4-epoxy-1-butene, 60.0 g (0.59 mol) acetic anhydride, 3.7 g (0.02 mol) of tributylamine, 0.72 g (0.012 mol) acetic acid and 4.2 mL of diglyme. The autoclave was purged with nitrogen twice, then the vessel was pressurized to 8 bars (100 psig) with nitrogen. The agitator was started and an initial sample was taken. The mixture was heated to 125° C. During the course of 2 hrs, samples were taken every 15 min for analysis by GC. GC analysis o... The reactants are O=C(Nc1ccnc(Br)c1)c1c(Cl)cccc1Cl, O=C([O-])[O-], [Cs+], [Cs+], Nc1ncccn1, O=C(C=Cc1ccccc1)C=Cc1ccccc1, O=C(C=Cc1ccccc1)C=Cc1ccccc1, O=C(C=Cc1ccccc1)C=Cc1ccccc1, C1COCCO1, [Pd], [Pd]. Reaction SMILES: [Br:1][c:2]1[n:3][cH:4][cH:5][c:6]([NH:8][C:9]([c:10]2[c:11]([Cl:17])[cH:12][cH:13][cH:14][c:15]2[Cl:16])=[O:18])[cH:7]1.[C:26](=[O:27])([O-:28])[O-:29].[Cs+:30].[Cs+:31].[NH2:19][c:20]1[n:21][cH:22][cH:23][cH:24][n:25]1.[O:34]=[C:35]([CH:36]=[CH:37][c:38]1[cH:39][cH:40][cH:41][cH:42][cH:43]1)[CH:44]=[CH:45][c:46]1[cH:47][cH:48][cH:49][cH:50][cH:51]1.[O:52]=[C:53]([CH:54]=[CH:55][c:56]1[cH:57][cH:58][cH:59][cH:60][cH:61]1)[CH:62]=[CH:63][c:64]1[cH:65][cH:66][cH:67][cH:68][cH:69]1.[O:70]=[C:71]([CH:72]=[CH:73][c:74]1[cH:75][cH:76][cH:77][cH:78][cH:79]1)[CH:80]=[CH:81][c:82]1[cH:83][cH:84][cH:85][cH:86][cH:87]1.[O:88]1[CH2:89][CH2:90][O:91][CH2:92][CH2:93]1.[Pd:32].[Pd:33]>>[c:2]1([NH:19][c:20]2[n:21][cH:22][cH:23][cH:24][n:25]2)[n:3][cH:4][cH:5][c:6]([NH:8][C:9]([c:10]2[c:11]([Cl:17])[cH:12][cH:13][cH:14][c:15]2[Cl:16])=[O:18])[cH:7]1. The product is O=C(Nc1ccnc(Nc2ncccn2)c1)c1c(Cl)cccc1Cl. Starting materials: FC1=C(CN2C(=NC3=C2C=CC=C3C)CO)C(=CC=C1)F (1-(2,6-difluorobenzyl)-2-hydroxymethyl-4-methylbenzimidazole), FC1=C(CN2C(=NC3=C2C=CC=C3C)CO)C(=CC=C1)F (1-(2,6-Difluorobenzyl)-2-Hydroxymethyl-4-Methylbenzimidazole), [O-][Mn](=O)(=O)=O.[K+] (KMnO4). Run in OS(=O)(=O)O (H2SO4). Run at time 1 hour. Yields the product FC1=C(CN2C=NC3=C2C=CC=C3C)C(=CC=C1)F (1-(2,6-Difluorobenzyl)-4-Methylbenzimidazole). Yield: 80.0%. RXN SMILES: [F:1][C:2]1[CH:20]=[CH:19][CH:18]=[C:17]([F:21])[C:3]=1[CH2:4][N:5]1[C:9]2[CH:10]=[CH:11][CH:12]=[C:13]([CH3:14])[C:8]=2[N:7]=[C:6]1CO.[O-][Mn](=O)(=O)=O.[K+]>OS(O)(=O)=O>[F:1][C:2]1[CH:20]=[CH:19][CH:18]=[C:17]([F:21])[C:3]=1[CH2:4][N:5]1[C:9]2[CH:10]=[CH:11][CH:12]=[C:13]([CH3:14])[C:8]=2[N:7]=[CH:6]1 |f:1.2|. Procedure details: In this Example, 1-(2,6-difluorobenzyl)-4-methylbenzimidazole (49) was prepared according to Method D. To 1-(2,6-difluorobenzyl)-2-hydroxymethyl-4-methylbenzimidazole (Example 40) (1.82 g, 4.52 mmol) dissolved in 1.5 M H2SO4 (40 mL) was added KMnO4 (1.50 g, 9.49 mmol, 160 M%). After 1 h at room temperature, the reaction mixture was filtered and washed with water. The brown solid was collected, suspended in acetone/methanol and filtered. The filtrate was collected and purified by flash chromatogr... The reactants are C1(=CC=CC=C1)C(C(=O)O)C1=CC=CC=C1 (diphenylacetic acid), N[C@@H](C)C(=O)N1C2=C(C3=C(C(C1=O)C)C=CC=C3)C(=CC=C2)N (5-(L-alaninyl)-amino-7-methyl-5,7-dihydro-6H-dibenz[b,d]azepin-6-one). Product: C1(=CC=CC=C1)C(C(=O)N[C@@H](C)C(=O)N1C2=C(C3=C(C(C1=O)C)C=CC=C3)C(=CC=C2)N)C2=CC=CC=C2 (5-{N′-(Diphenylacetyl)-L-alaninyl}-amino-7-methyl-5,7-dihydro-6H-dibenz[b,d]azepin-6-one). As a reaction SMILES: [C:1]1([CH:7]([C:11]2[CH:16]=[CH:15][CH:14]=[CH:13][CH:12]=2)[C:8]([OH:10])=O)[CH:6]=[CH:5][CH:4]=[CH:3][CH:2]=1.[NH2:17][C@H:18]([C:20]([N:22]1[C:28](=[O:29])[CH:27]([CH3:30])[C:26]2[CH:31]=[CH:32][CH:33]=[CH:34][C:25]=2[C:24]2[C:35]([NH2:39])=[CH:36][CH:37]=[CH:38][C:23]1=2)=[O:21])[CH3:19]>>[C:11]1([CH:7]([C:1]2[CH:2]=[CH:3][CH:4]=[CH:5][CH:6]=2)[C:8]([NH:17][C@H:18]([C:20]([N:22]2[C:28](=[O:29])[CH:27]([CH3:30])[C:26]3[CH:31]=[CH:32][CH:33]=[CH:34][C:25]=3[C:24]3[C:35]([NH2:39])=[CH:36][CH:37]=[CH:38][C:23]2=3)=[O:21])[CH3:19])=[O:10])[CH:16]=[CH:15][CH:14]=[CH:13][CH:12]=1. Procedure details: Following General Procedure C-P above using diphenylacetic acid and 5-(L-alaninyl)-amino-7-methyl-5,7-dihydro-6H-dibenz[b,d]azepin-6-one, as described in Example 7-B, the title compound was prepared. The molecular weight as determined by mass spectrometry (FD) was: 504 (M+H).